Dataset: the Open Reaction Database (ORD), a public repository of structured organic reaction records. Task: describe an organic reaction: reactants, conditions, products, and yield The reactants are [Br-], C1CCOC1, CON(C)C(=O)c1cn(Cc2cccc(Br)n2)c2ccccc2c1=O, Cc1ccc([Mg+])c(C)c1. Yields the product Cc1ccc(C(=O)c2cn(Cc3cccc(Br)n3)c3ccccc3c2=O)c(C)c1. RXN SMILES: [Br-:26].[CH2:36]1[O:37][CH2:38][CH2:39][CH2:40]1.[CH3:1][O:2][N:3]([C:4](=[O:5])[c:6]1[cH:7][n:8]([CH2:17][c:18]2[n:19][c:20]([Br:24])[cH:21][cH:22][cH:23]2)[c:9]2[cH:10][cH:11][cH:12][cH:13][c:14]2[c:15]1=[O:16])[CH3:25].[CH3:27][c:28]1[c:29]([Mg+:35])[cH:30][cH:31][c:32]([CH3:34])[cH:33]1>>[C:4](=[O:5])([c:6]1[cH:7][n:8]([CH2:17][c:18]2[n:19][c:20]([Br:24])[cH:21][cH:22][cH:23]2)[c:9]2[cH:10][cH:11][cH:12][cH:13][c:14]2[c:15]1=[O:16])[c:29]1[c:28]([CH3:27])[cH:33][c:32]([CH3:34])[cH:31][cH:30]1.